Dataset: the Open Reaction Database (ORD), a public repository of structured organic reaction records. Task: describe an organic reaction: reactants, conditions, products, and yield Starting materials: molybdenum acetylacetonate, solution, C(C)(C)(C)OO (t-butyl hydroperoxide), C(C)(C)(C)OO (t-butyl hydroperoxide), FC(C(=C)C(F)(F)F)(F)F (3,3,3-trifluoro-2-trifluoromethyl-1-propene), solution, C(C)(C)(C)OO (t-butyl hydroperoxide), C(C)(C)(C)O (t-butanol). Product: O1C2C3CC(C(C21)C3)(C(F)(F)F)C(F)(F)F (2,3-epoxy-5,5-bis(trifluoromethyl)bicyclo-[2.2.1]heptane). Solvent: C1(=CC=CC=C1)C (toluene), C1(=CC=CC=C1)C (toluene), C1(=CC=CC=C1)C (toluene). As a reaction SMILES: [F:1][C:2]([F:10])([F:9])[C:3]([C:5]([F:8])([F:7])[F:6])=[CH2:4].[C:11]([O:15]O)([CH3:14])(C)[CH3:12].[C:17](O)(C)(C)[CH3:18]>C1(C)C=CC=CC=1>[O:15]1[CH:12]2[CH:11]1[CH:14]1[CH2:18][CH:17]2[C:3]([C:5]([F:8])([F:7])[F:6])([C:2]([F:10])([F:9])[F:1])[CH2:4]1. Reaction conditions: temperature 60 celsius. Reported procedure: 11.5 g (50 mmol) of the Diels-Alder reaction product of 3,3,3-trifluoro-2-trifluoromethyl-1-propene andcyclopentadiene are mixed in 10 ml of dry toluene with 326 mg (1 mmol) of molybdenum acetylacetonate, and 21 ml of a 2.9 molar solution of t-butyl hydroperoxide in toluene (61 mmol) is added dropwise at 22° C. within 30 minutes. During this period, the temperature rises to 45°C. The solution is then heated to 60° C., and after two and a half hours 3 g of molecular sieve 4 A and another 5 ml of ... Starting materials: C[O-], CC1=C(Cl)C(=O)c2ccccc2C1=O, [Na+], C1CCOC1. Yields the product COC1=C(C)C(=O)c2ccccc2C1=O. As a reaction SMILES: [CH3:15][O-:16].[Cl:1][C:2]1=[C:11]([CH3:12])[C:10](=[O:13])[c:9]2[c:4]([cH:5][cH:6][cH:7][cH:8]2)[C:3]1=[O:14].[Na+:17].[O:18]1[CH2:19][CH2:20][CH2:21][CH2:22]1>>[C:2]1([O:16][CH3:15])=[C:11]([CH3:12])[C:10](=[O:13])[c:9]2[c:4]([cH:5][cH:6][cH:7][cH:8]2)[C:3]1=[O:14]. Reactants: CC(C)N=C=S, O=C(Cl)Cl, CC(C)(C)c1ccc(N)c(S(N)(=O)=O)c1. Yields the product CC(C)NC1=NS(=O)(=O)c2cc(C(C)(C)C)ccc2N1. RXN SMILES: [CH:16]([CH3:17])([CH3:18])[N:19]=[C:20]=[S:21].[Cl:22][C:23](=[O:24])[Cl:25].[NH2:1][c:2]1[c:3]([S:12](=[O:13])(=[O:14])[NH2:15])[cH:4][c:5]([C:8]([CH3:9])([CH3:10])[CH3:11])[cH:6][cH:7]1>>[NH:1]1[c:2]2[c:3]([cH:4][c:5]([C:8]([CH3:9])([CH3:10])[CH3:11])[cH:6][cH:7]2)[S:12](=[O:13])(=[O:14])[N:15]=[C:20]1[NH:19][CH:16]([CH3:17])[CH3:18]. Starting materials: C[Si](C)(C)[N-][Si](C)(C)C.[Li+] (lithium bis(trimethylsilyl)amide), C1(=CC=C(C=C1)S(=O)(=O)O)C.N1=CC=CC=C1 (pyridine p-toluenesulfonate), [Si](C1=CC=CC=C1)(C1=CC=CC=C1)(C(C)(C)C)OC[C@H](CC)N1C(CC[C@@H]([C@H]1C1=CC=C(C=C1)Cl)C1=CC(=CC=C1)Cl)=O ((5R,6S)-1-((S)-1-(tert-butyldiphenylsilyloxy)butan-2-yl)-5-(3-chlorophenyl)-6-(4-chlorophenyl)piperidin-2-one), C(=O)(O)[O-].[Na+] (NaHCO3), O(O[Si](C)(C)C)[Si](C)(C)C (peroxybis(trimethylsilane)). Run in C1CCOC1 (THF), C1CCOC1 (THF). Conditions: temperature -78 celsius, time 30 minute. Product: [Si](C1=CC=CC=C1)(C1=CC=CC=C1)(C(C)(C)C)OC[C@H](CC)N1C(C(C[C@@H]([C@H]1C1=CC=C(C=C1)Cl)C1=CC(=CC=C1)Cl)O)=O ((5R,6S)-1-((S)-1-(tert-butyldiphenylsilyloxy)butan-2-yl)-5-(3-chlorophenyl)-6-(4-chlorophenyl)-3-hydroxypiperidin-2-one). RXN SMILES: [Si:1]([O:18][CH2:19][C@@H:20]([N:23]1[C@H:28]([C:29]2[CH:34]=[CH:33][C:32]([Cl:35])=[CH:31][CH:30]=2)[C@@H:27]([C:36]2[CH:41]=[CH:40][CH:39]=[C:38]([Cl:42])[CH:37]=2)[CH2:26][CH2:25][C:24]1=[O:43])[CH2:21][CH3:22])([C:14]([CH3:17])([CH3:16])[CH3:15])([C:8]1[CH:13]=[CH:12][CH:11]=[CH:10][CH:9]=1)[C:2]1[CH:7]=[CH:6][CH:5]=[CH:4][CH:3]=1.C[Si]([N-][Si](C)(C)C)(C)C.[Li+].[O:54]([Si](C)(C)C)O[Si](C)(C)C.C1(C)C=CC(S(O)(=O)=O)=CC=1.N1C=CC=CC=1.C([O-])(O)=O.[Na+]>C1COCC1>[Si:1]([O:18][CH2:19][C@@H:20]([N:23]1[C@H:28]([C:29]2[CH:30]=[CH:31][C:32]([Cl:35])=[CH:33][CH:34]=2)[C@@H:27]([C:36]2[CH:41]=[CH:40][CH:39]=[C:38]([Cl:42])[CH:37]=2)[CH2:26][CH:25]([OH:54])[C:24]1=[O:43])[CH2:21][CH3:22])([C:14]([CH3:17])([CH3:16])[CH3:15])([C:2]1[CH:7]=[CH:6][CH:5]=[CH:4][CH:3]=1)[C:8]1[CH:13]=[CH:12][CH:11]=[CH:10][CH:9]=1 |f:1.2,4.5,6.7|. Procedure: (5R,6S)-1-((S)-1-(Tert-butyldiphenylsilyloxy)butan-2-yl)-5-(3-chlorophenyl)-6-(4-chlorophenyl)piperidin-2-one (1.100 g, 1.744 mmol; Example 185, Step C) was dissolved in THF (8.72 mL) and sparged with argon for 5 minutes. The mixture was cooled to −78° C. and 1.0 M lithium bis(trimethylsilyl)amide solution in THF (2.093 mL, 2.093 mmol) was added dropwise. After 30 minutes, peroxybis(trimethylsilane) (0.413 mL, 1.918 mmol) was added dropwise. After 1 hour, the cooling bath was removed. After stir... Starting materials: O=C(O)c1cccc(Br)c1, C1CCOC1, O=Cc1cccc(C=Cc2ccc3ccc(Cl)cc3n2)c1. Yields the product O=C(O)c1cccc(C(O)c2cccc(C=Cc3ccc4ccc(Cl)cc4n3)c2)c1. Reaction SMILES: [Br:1][c:2]1[cH:3][c:4]([C:5](=[O:6])[OH:7])[cH:8][cH:9][cH:10]1.[CH2:32]1[O:33][CH2:34][CH2:35][CH2:36]1.[Cl:11][c:12]1[cH:13][cH:14][c:15]2[cH:16][cH:17][c:18]([CH:22]=[CH:23][c:24]3[cH:25][c:26]([CH:27]=[O:28])[cH:29][cH:30][cH:31]3)[n:19][c:20]2[cH:21]1>>[c:2]1([CH:27]([c:26]2[cH:25][c:24]([CH:23]=[CH:22][c:18]3[cH:17][cH:16][c:15]4[cH:14][cH:13][c:12]([Cl:11])[cH:21][c:20]4[n:19]3)[cH:31][cH:30][cH:29]2)[OH:28])[cH:3][c:4]([C:5](=[O:6])[OH:7])[cH:8][cH:9][cH:10]1. The reactants are NC1=C(C=CC(=C1)C(F)(F)F)NC1=CC=C(OC(C(=O)OCC)CC)C=C1 (ethyl 2-(4-(2-amino-4-(trifluoromethyl)phenylamino)phenoxy)-butyrate), C(C)(OCC)(OCC)OCC (triethyl orthoacetate). Product: CC1=NC2=C(N1C1=CC=C(OC(C(=O)OCC)CC)C=C1)C=CC(=C2)C(F)(F)F (Ethyl 2-(4-(2-methyl-5-(trifluoromethyl)benzimidazol-1-yl)phenoxy)butyrate). As a reaction SMILES: [NH2:1][C:2]1[CH:7]=[C:6]([C:8]([F:11])([F:10])[F:9])[CH:5]=[CH:4][C:3]=1[NH:12][C:13]1[CH:27]=[CH:26][C:16]([O:17][CH:18]([CH2:24][CH3:25])[C:19]([O:21][CH2:22][CH3:23])=[O:20])=[CH:15][CH:14]=1.[C:28](OCC)(OCC)(OCC)[CH3:29]>>[CH3:28][C:29]1[N:12]([C:13]2[CH:14]=[CH:15][C:16]([O:17][CH:18]([CH2:24][CH3:25])[C:19]([O:21][CH2:22][CH3:23])=[O:20])=[CH:26][CH:27]=2)[C:3]2[CH:4]=[CH:5][C:6]([C:8]([F:11])([F:10])[F:9])=[CH:7][C:2]=2[N:1]=1. Procedure: A solution of 7 g of 6B in 50 ml of triethyl orthoacetate was heated at 140° C. for 2 hours. The resulting mixture was cooled to room temperature, absorbed on silica gel and chromatographed, using the eluent described in Example 1, to give 6, as a viscous oil. Starting materials: N(=O)OC(C)(C)C (tert-butyl nitrite), CSSC (dimethyl disulfide), BrC1=C(C(=C(N)C=C1)SC)C (4-bromo-3-methyl-2-methylthioaniline), CSSC (dimethyl disulfide). Reagents/catalysts: [Cu] (copper). Reaction conditions: temperature 50 celsius, time 4 hour. The product is CC1=C(C=CC(=C1SC)SC)Br (2-methyl-3,4-dimethylthiobromobenzene). Reaction SMILES: N(OC(C)(C)C)=O.[Br:8][C:9]1[CH:15]=[CH:14][C:12](N)=[C:11]([S:16][CH3:17])[C:10]=1[CH3:18].[CH3:19][S:20]SC>[Cu]>[CH3:18][C:10]1[C:11]([S:16][CH3:17])=[C:12]([S:20][CH3:19])[CH:14]=[CH:15][C:9]=1[Br:8]. Reported procedure: 14.8 g (129 mmol) of tert-butyl nitrite and 20 g of copper powder are initially charged in 50 ml of dimethyl disulfide, and a solution of 20 g (86 mol) of 4-bromo-3-methyl-2-methylthioaniline in 100 ml of dimethyl disulfide is added dropwise at from 50 to 55° C. The mixture is subsequently stirred at 50° C. for 4 hours. For work-up, the solid is filtered off with suction and the filtrate is diluted with methylene chloride and extracted with dilute hydrochloric acid. The organic phase is washed w... Starting materials: BrCC(=O)C1=CC=C(C=C1)Br (2,4′-dibromo acetophenone), C(O)([O-])=O.[Na+] (sodium hydrogen carbonate), C1(=CC=CC=C1)C=1C=CC(=NC1)N (5-phenyl-2-amino-pyridine), resultant suspension. Solvent: C(C)O (ethanol). Yields the product BrC1=CC=C(C=C1)C=1N=C2N(C=C(C=C2)C2=CC=CC=C2)C1 (2-(4-bromo-phenyl)-6-phenyl-imidazo [1,2-a] pyridine). Yield: 31.0%. Reaction SMILES: [C:1]1([C:7]2[CH:8]=[CH:9][C:10]([NH2:13])=[N:11][CH:12]=2)[CH:6]=[CH:5][CH:4]=[CH:3][CH:2]=1.Br[CH2:15][C:16]([C:18]1[CH:23]=[CH:22][C:21]([Br:24])=[CH:20][CH:19]=1)=O.C(=O)([O-])O.[Na+]>C(O)C>[Br:24][C:21]1[CH:22]=[CH:23][C:18]([C:16]2[N:13]=[C:10]3[CH:9]=[CH:8][C:7]([C:1]4[CH:2]=[CH:3][CH:4]=[CH:5][CH:6]=4)=[CH:12][N:11]3[CH:15]=2)=[CH:19][CH:20]=1 |f:2.3|. Procedure details: Dissolving crude 5-phenyl-2-amino-pyridine obtained and 6.5 g (23 mmol) of 2,4′-dibromo acetophenone into 50 milliliter of ethanol, adding 3.7 g of sodium hydrogen carbonate, the resultant suspension was refluxed under heating for 6 hours. After completion of the reaction, separation with filtration was carried out and resultant crystals were washed with water and methanol, thereby obtaining 3.1 g of 2-(4-bromo-phenyl)-6-phenyl-imidazo [1,2-a] pyridine (yield: 31%). Starting materials: [Li] (Lithium), CC(C)CCC[C@@H](C)[C@H]1CC[C@H]2[C@@H]3C=CC4=C[C@H](C[C@@H]([C@]4(C)[C@H]3CC[C@]12C)O)O (4,6-Cholestandien-1α,3β-diol). Solvent: O1CCCC1 (tetrahydrofuran). Product: O[C@H]1CCCC2=CC[C@H]3[C@@H]4CC[C@H]([C@@H](CCCC(C)C)C)[C@]4(CC[C@@H]3[C@@]12C)C (1α-Hydroxy-5-cholestene). Yield: 60.1%. Reaction SMILES: [Li].[CH3:2][CH:3]([CH2:5][CH2:6][CH2:7][C@H:8]([C@@H:10]1[C@:27]2([CH3:28])[C@H:13]([C@H:14]3[C@H:24]([CH2:25][CH2:26]2)[C@:22]2([CH3:23])[C:17](=[CH:18][C@@H:19](O)[CH2:20][C@@H:21]2[OH:29])[CH:16]=[CH:15]3)[CH2:12][CH2:11]1)[CH3:9])[CH3:4]>O1CCCC1>[OH:29][C@@H:21]1[C@@:22]2([CH3:23])[C:17](=[CH:16][CH2:15][C@@H:14]3[C@@H:24]2[CH2:25][CH2:26][C@@:27]2([CH3:28])[C@H:13]3[CH2:12][CH2:11][C@@H:10]2[C@H:8]([CH3:9])[CH2:7][CH2:6][CH2:5][CH:3]([CH3:2])[CH3:4])[CH2:18][CH2:19][CH2:20]1 |^1:0|. Procedure details: A three-necked standard taper round-bottom flask equipped with a mechanical stirrer, dry ice condenser, a nitrogen inlet and an ammonia inlet was thoroughly dried, flushed with nitrogen, cooled in a dry ice-acetone bath and charged with ammonia (60 ml). Lithium (0.4 g, 0.06 mole) was added portionwise under an atmosphere of nitrogen with stirring. A solution of 4,6-cholestadien-1α,3β-diol (4, 0.518 g, 1.29 mmoles) in freshly distilled tetrahydrofuran (60 ml) was added and, after removal of the c...